This data is from the Open Reaction Database (ORD), a public repository of structured organic reaction records. The task is: describe an organic reaction: reactants, conditions, products, and yield Reactants: CC(C)(C)OC(=O)NC(CN=[N+]=[N-])c1ccccc1, O=C([O-])[O-], COc1ccc(C(=O)Cl)cc1, C1COCCO1, [K+], [K+], O, O=C(O)C(F)(F)F. The product is COc1ccc(C(=O)NC(CN=[N+]=[N-])c2ccccc2)cc1. RXN SMILES: [C:1]([O:3][C:2]([CH3:4])([CH3:5])[CH3:6])(=[O:7])[NH:8][CH:9]([CH2:10][N:11]=[N+:12]=[N-:13])[c:14]1[cH:15][cH:16][cH:17][cH:18][cH:19]1.[C:27](=[O:28])([O-:29])[O-:30].[C:33]([c:34]1[cH:35][cH:36][c:37]([O:40][CH3:41])[cH:38][cH:39]1)([Cl:42])=[O:43].[CH2:44]1[O:45][CH2:46][CH2:47][O:48][CH2:49]1.[K+:31].[K+:32].[OH2:50].[OH:20][C:21]([C:22]([F:23])([F:24])[F:25])=[O:26]>>[C:1](=[O:3])([NH:8][CH:9]([CH2:10][N:11]=[N+:12]=[N-:13])[c:14]1[cH:15][cH:16][cH:17][cH:18][cH:19]1)[c:34]1[cH:35][cH:36][c:37]([O:40][CH3:41])[cH:38][cH:39]1.